Dataset: the Open Reaction Database (ORD), a public repository of structured organic reaction records. Task: describe an organic reaction: reactants, conditions, products, and yield The reactants are CI (methyl iodide), C(C)(C)(C)C1=CC(=C(CN(C(=O)C=2C=CC=C3C=CNC23)CCC2=CC=C(C=C2)F)C=C1)O (1H-indole-7-carboxylic acid (4-tert-butyl-2-hydroxy-benzyl)-[2-(4-fluoro-phenyl)-ethyl]-amide), CI (methyl iodide), C([O-])([O-])=O.[K+].[K+] (potassium carbonate). Run in C(C)#N (acetonitrile). Reaction conditions: temperature 60 celsius. Product: C(C)(C)(C)C1=CC(=C(CN(C(=O)C=2C=CC=C3C=CNC23)CCC2=CC=C(C=C2)F)C=C1)OC (1H-Indole-7-carboxylic acid (4-tert-butyl-2-methoxy-benzyl)-[2-(4-fluoro-phenyl)-ethyl]-amide). Isolated yield 39.3%. RXN SMILES: [C:1]([C:5]1[CH:32]=[CH:31][C:8]([CH2:9][N:10]([CH2:22][CH2:23][C:24]2[CH:29]=[CH:28][C:27]([F:30])=[CH:26][CH:25]=2)[C:11]([C:13]2[CH:14]=[CH:15][CH:16]=[C:17]3[C:21]=2[NH:20][CH:19]=[CH:18]3)=[O:12])=[C:7]([OH:33])[CH:6]=1)([CH3:4])([CH3:3])[CH3:2].CI.[C:36](=O)([O-])[O-].[K+].[K+]>C(#N)C>[C:1]([C:5]1[CH:32]=[CH:31][C:8]([CH2:9][N:10]([CH2:22][CH2:23][C:24]2[CH:25]=[CH:26][C:27]([F:30])=[CH:28][CH:29]=2)[C:11]([C:13]2[CH:14]=[CH:15][CH:16]=[C:17]3[C:21]=2[NH:20][CH:19]=[CH:18]3)=[O:12])=[C:7]([O:33][CH3:36])[CH:6]=1)([CH3:4])([CH3:2])[CH3:3] |f:2.3.4|. Reported procedure: 133 mg (0.3 mmol) of 1H-indole-7-carboxylic acid (4-tert-butyl-2-hydroxy-benzyl)-[2-(4-fluoro-phenyl)-ethyl]-amide, 64 mg (0.45 mmol) of methyl iodide and 83 mg (0.6 mmol) of potassium carbonate were heated in 3 ml acetonitrile for 2 h to 60° C. Additional 32 mg (0.22 mmol) of methyl iodide were added and the reaction mixture was heated to 60° C. over night. The reaction mixture was filtered and the solvent was evaporated. The residue was purified by column chromatography (20 g silica gel; DCM/d... As a reaction SMILES: Br[C:2]1[CH:11]=[CH:10][C:9]2[N:8]=[CH:7][C:6]3[N:12]([CH3:29])[C:13](=[N:26][C:27]#[N:28])[N:14]([C:15]4[CH:20]=[CH:19][C:18]([C:21]([C:24]#[N:25])([CH3:23])[CH3:22])=[CH:17][CH:16]=4)[C:5]=3[C:4]=2[CH:3]=1.[B:30]1(B2OC(C)(C)C(C)(C)O2)[O:34]C(C)(C)C(C)(C)[O:31]1.C([O-])(=O)C.[K+].C(Cl)Cl>O1CCOCC1.C(OCC)(=O)C>[C:27]([N:26]=[C:13]1[N:12]([CH3:29])[C:6]2[CH:7]=[N:8][C:9]3[CH:10]=[CH:11][C:2]([B:30]([OH:34])[OH:31])=[CH:3][C:4]=3[C:5]=2[N:14]1[C:15]1[CH:20]=[CH:19][C:18]([C:21]([C:24]#[N:25])([CH3:22])[CH3:23])=[CH:17][CH:16]=1)#[N:28] |f:2.3|. Reactants: BrC1=CC=2C3=C(C=NC2C=C1)N(C(N3C3=CC=C(C=C3)C(C)(C)C#N)=NC#N)C (N-(8-bromo-1-(4-(2-cyanopropan-2-yl)phenyl)-3-methyl-1H-imidazo[4,5-c]quinolin-2(3H)-ylidene)cyanamide), B1(OC(C(O1)(C)C)(C)C)B2OC(C(O2)(C)C)(C)C (bis(pinacolato)diboron), C(C)(=O)[O-].[K+] (potassium acetate), C(Cl)Cl (DCM). Run in O1CCOCC1 (dioxane), C(C)(=O)OCC (ethyl acetate). Reported procedure: N-(8-bromo-1-(4-(2-cyanopropan-2-yl)phenyl)-3-methyl-1H-imidazo[4,5-c]quinolin-2(3H)-ylidene)cyanamide (2.463 mmol), bis(pinacolato)diboron (1.347 mmol), potassium acetate (2.246 mmol) and (1,1-bis(diphenylphosphino)ferrocene)-dichloropalladium (II) complex with DCM (50 mg) was dissolved in dioxane under argon atmosphere. The reaction mixture was refluxed for 8 h. The reaction mixture was cooled, diluted with ethyl acetate (15 mL) and filtered. The filtrate was concentrated. The crude product wa... Yields the product C(#N)N=C1N(C2=C(C=NC=3C=CC(=CC23)B(O)O)N1C)C1=CC=C(C=C1)C(C)(C)C#N ((2-(cyanoimino)-1-(4-(2-cyanopropan-2-yl)phenyl)-3-methyl-2,3-dihydro-1H-imidazo[4,5-c]quinolin-8-yl)boronic acid). Reactants: CC(C)(C)OC(=O)N1CCC(NC(=NC(=O)OCc2ccccc2)NC(=O)c2nc(Cl)c(N)nc2N)CC1, CO, Cl, C1COCCO1. Yields the product Nc1nc(N)c(C(=O)NC(=NC(=O)OCc2ccccc2)NC2CCNCC2)nc1Cl. As a reaction SMILES: [CH2:1]([c:2]1[cH:3][cH:4][cH:5][cH:6][cH:7]1)[O:8][C:9](=[O:10])[N:11]=[C:12]([NH:13][CH:14]1[CH2:15][CH2:16][N:17]([C:20]([O:21][C:22]([CH3:23])([CH3:24])[CH3:25])=[O:26])[CH2:18][CH2:19]1)[NH:27][C:28](=[O:29])[c:30]1[n:31][c:32]([Cl:38])[c:33]([NH2:37])[n:34][c:35]1[NH2:36].[CH3:46][OH:47].[ClH:39].[O:40]1[CH2:41][CH2:42][O:43][CH2:44][CH2:45]1>>[CH2:1]([c:2]1[cH:3][cH:4][cH:5][cH:6][cH:7]1)[O:8][C:9](=[O:10])[N:11]=[C:12]([NH:13][CH:14]1[CH2:15][CH2:16][NH:17][CH2:18][CH2:19]1)[NH:27][C:28](=[O:29])[c:30]1[n:31][c:32]([Cl:38])[c:33]([NH2:37])[n:34][c:35]1[NH2:36].